This data is from the Open Reaction Database (ORD), a public repository of structured organic reaction records. The task is: describe an organic reaction: reactants, conditions, products, and yield The product is CN1CCC(C(=O)c2cccc(NC(=O)c3cccc(F)c3)c2)CC1. Reaction SMILES: [F:17][c:18]1[cH:19][c:20]([C:21](=[O:22])[Cl:23])[cH:24][cH:25][cH:26]1.[NH2:1][c:2]1[cH:3][c:4]([C:5](=[O:6])[CH:7]2[CH2:8][CH2:9][N:10]([CH3:13])[CH2:11][CH2:12]2)[cH:14][cH:15][cH:16]1.[O:27]1[CH2:28][CH2:29][CH2:30][CH2:31]1>>[NH:1]([c:2]1[cH:3][c:4]([C:5](=[O:6])[CH:7]2[CH2:8][CH2:9][N:10]([CH3:13])[CH2:11][CH2:12]2)[cH:14][cH:15][cH:16]1)[C:21]([c:20]1[cH:19][c:18]([F:17])[cH:26][cH:25][cH:24]1)=[O:22]. Starting materials: O=C(Cl)c1cccc(F)c1, CN1CCC(C(=O)c2cccc(N)c2)CC1, C1CCOC1.